Dataset: the Open Reaction Database (ORD), a public repository of structured organic reaction records. Task: describe an organic reaction: reactants, conditions, products, and yield Starting materials: C(C)(=O)OC1C(CN(CC1)C=1C=C(C=2N(N1)C=NN2)C)[Se]C2=CC=CC=C2 (4-acetoxy-1-(8-methyl-1,2,4-triazolo [4,3-b]pyridazin-6-yl)-3-(phenylselenyl)piperidine), [OH-].[Na+] (sodium hydroxide). Run in C(C)(=O)OCC (ethyl acetate), C(C)O (ethanol). Reaction conditions: time 30 minute. Yields the product CC=1C=2N(N=C(C1)N1CC(C(CC1)O)[Se]C1=CC=CC=C1)C=NN2 (1-(8-methyl-1,2,4-triazolo[4,3-b]pyridazin-6-yl)-3-(phenylselenyl)-4-piperidinol). Reaction SMILES: C([O:4][CH:5]1[CH2:10][CH2:9][N:8]([C:11]2[CH:12]=[C:13]([CH3:20])[C:14]3[N:15]([CH:17]=[N:18][N:19]=3)[N:16]=2)[CH2:7][CH:6]1[Se:21][C:22]1[CH:27]=[CH:26][CH:25]=[CH:24][CH:23]=1)(=O)C.[OH-].[Na+]>C(O)C.C(OCC)(=O)C>[CH3:20][C:13]1[C:14]2[N:15]([CH:17]=[N:18][N:19]=2)[N:16]=[C:11]([N:8]2[CH2:9][CH2:10][CH:5]([OH:4])[CH:6]([Se:21][C:22]3[CH:27]=[CH:26][CH:25]=[CH:24][CH:23]=3)[CH2:7]2)[CH:12]=1 |f:1.2|. Procedure: A solution of 3.6 g of 4-acetoxy-1-(8-methyl-1,2,4-triazolo [4,3-b]pyridazin-6-yl)-3-(phenylselenyl)piperidine in 25 ml of ethanol was stirred at room temperature while 10 ml of 1N sodium hydroxide was added. After stirring an additional 30 minutes at room temperature, the reaction was partitioned in water/dichloromethane. The layers were separated, the aqueous phase was washed with fresh dichloromethane and the combined organic layers were dried over anhydrous sodium sulfate and evaporated to g... Reactants: C1CCC2=NCCCN2CC1 (DBU), BrCC(O)C1=CC=C(C=C1)C1=NOC(=N1)C1=NOC(=C1CCC)C1=CC=CC=C1 (2-bromo-1-(4-(5-(5-phenyl-4-propylisoxazol-3-yl)-1,2,4-oxadiazol-3-yl)phenyl)ethanol), 1C, C1CN[C@H]1C(=O)O (D-Azetidine-2-carboxylic acid). Run in CS(=O)C (DMSO). Run at temperature 80 celsius. The product is OC(CN1[C@H](CC1)C(=O)O)C1=CC=C(C=C1)C1=NOC(=N1)C1=NOC(=C1CCC)C1=CC=CC=C1 ((2R)-1-(2-hydroxy-2-(4-(5-(5-phenyl-4-propylisoxazol-3-yl)-1,2,4-oxadiazol-3-yl)phenyl)ethyl) azetidine-2-carboxylic acid). RXN SMILES: Br[CH2:2][CH:3]([C:5]1[CH:10]=[CH:9][C:8]([C:11]2[N:15]=[C:14]([C:16]3[C:20]([CH2:21][CH2:22][CH3:23])=[C:19]([C:24]4[CH:29]=[CH:28][CH:27]=[CH:26][CH:25]=4)[O:18][N:17]=3)[O:13][N:12]=2)=[CH:7][CH:6]=1)[OH:4].[CH2:30]1[C@H:33]([C:34]([OH:36])=[O:35])[NH:32][CH2:31]1.C1CCN2C(=NCCC2)CC1>CS(C)=O>[OH:4][CH:3]([C:5]1[CH:10]=[CH:9][C:8]([C:11]2[N:15]=[C:14]([C:16]3[C:20]([CH2:21][CH2:22][CH3:23])=[C:19]([C:24]4[CH:29]=[CH:28][CH:27]=[CH:26][CH:25]=4)[O:18][N:17]=3)[O:13][N:12]=2)=[CH:7][CH:6]=1)[CH2:2][N:32]1[CH2:31][CH2:30][C@@H:33]1[C:34]([OH:36])=[O:35]. Procedure: To a mixture of 2-bromo-1-(4-(5-(5-phenyl-4-propylisoxazol-3-yl)-1,2,4-oxadiazol-3-yl)phenyl)ethanol, Preparation 1C (30 mg, 0.066 mmol) and D-Azetidine-2-carboxylic acid (20.03 mg, 0.198 mmol) in DMSO (2 mL) was added DBU (0.030 mL, 0.198 mmol). The reaction mixture was heated at 80° C. for 2 hours. The reaction mixture was filtered and purified by HPLC. HPLC conditions: PHENOMENEX® Luna C18 5 micron column (250×30mm); 25-100% CH3CN/water (0.1% TFA); 25 minute gradient; 30 mL/min. Isolated frac... Starting materials: resultant mixture, aqueous solution, [Na].CS (methyl mercaptan sodium salt), ClC=1C=CC2=C(CCC3=C(NCC=C3)C2=O)C1 (8-Chloro-5,6-dihydro-1H-benzo[5,6]cyclohepta[1,2-b]pyridin-11-one). Run in CN(C=O)C (dimethylformamide). Yields the product CSC=1C=CC2=C(CCC3=C(NCC=C3)C2=O)C1 (8-methylthio-5,6-dihydro-1H-benzo[5,6]cyclohepta[1,2-b]pyridin-11-one). The yield is 97.0%. As a reaction SMILES: Cl[C:2]1[CH:3]=[CH:4][C:5]2[C:15](=[O:16])[C:10]3[NH:11][CH2:12][CH:13]=[CH:14][C:9]=3[CH2:8][CH2:7][C:6]=2[CH:17]=1.[Na].[CH3:19][SH:20]>CN(C)C=O>[CH3:19][S:20][C:2]1[CH:3]=[CH:4][C:5]2[C:15](=[O:16])[C:10]3[NH:11][CH2:12][CH:13]=[CH:14][C:9]=3[CH2:8][CH2:7][C:6]=2[CH:17]=1 |f:1.2,^1:17|. Reported procedure: 8-Chloro-5,6-dihydro-1H-benzo[5,6]cyclohepta[1,2-b]pyridin-11-one (3.5 g) was dissolved in 60 ml of dimethylformamide, followed by the addition of 13.4 g of a 15% aqueous solution of methyl mercaptan sodium salt. The resultant mixture was refluxed for 14 hours. The reaction mixture was cooled and then concentrated under reduced pressure. Water was added to the residue, followed by extraction with methylene chloride. The resulting extract was washed with a brine, dried over anhydrous MgSO4 and th... Starting materials: ClC=1C=C2C(CCOC2=CC1OC1=CC=C(C=C1)C(NCCC=1C(=NC(=CC1)C1CC1)OC)=O)C(=O)O (6-Chloro-7-(4-(2-(6-cyclopropyl-2-methoxypyridin-3-yl)ethylcarbamoyl)phenoxy)chroman-4-carboxylic acid), C[O-].[Na+] (NaOMe). Run in CO (methanol). Reaction conditions: time 2 hour. Yields the product [Na+].ClC=1C=C2C(CCOC2=CC1OC1=CC=C(C=C1)C(NCCC=1C(=NC(=CC1)C1CC1)OC)=O)C(=O)[O-] (6-chloro-7-(4-(2-(6-cyclopropyl-2-methoxypyridin-3-yl)ethylcarbamoyl)phenoxy)chroman-4-carboxylic acid sodium salt). Isolated yield 58.5%. As a reaction SMILES: [Cl:1][C:2]1[CH:3]=[C:4]2[C:9](=[CH:10][C:11]=1[O:12][C:13]1[CH:18]=[CH:17][C:16]([C:19](=[O:34])[NH:20][CH2:21][CH2:22][C:23]3[C:24]([O:32][CH3:33])=[N:25][C:26]([CH:29]4[CH2:31][CH2:30]4)=[CH:27][CH:28]=3)=[CH:15][CH:14]=1)[O:8][CH2:7][CH2:6][CH:5]2[C:35]([OH:37])=[O:36].C[O-].[Na+:40]>CO>[Na+:40].[Cl:1][C:2]1[CH:3]=[C:4]2[C:9](=[CH:10][C:11]=1[O:12][C:13]1[CH:14]=[CH:15][C:16]([C:19](=[O:34])[NH:20][CH2:21][CH2:22][C:23]3[C:24]([O:32][CH3:33])=[N:25][C:26]([CH:29]4[CH2:31][CH2:30]4)=[CH:27][CH:28]=3)=[CH:17][CH:18]=1)[O:8][CH2:7][CH2:6][CH:5]2[C:35]([O-:37])=[O:36] |f:1.2,4.5|. Procedure details: 6-Chloro-7-(4-(2-(6-cyclopropyl-2-methoxypyridin-3-yl)ethylcarbamoyl)phenoxy)chroman-4-carboxylic acid (70 mg, 0.13 mmol) was diluted with methanol (1 mL) followed by the addition of NaOMe (268 μL, 0.13 mmol). After stirring for 2 hours, the reaction was concentrated and dried under high vacuum pressure for 2 hours. The material was diluted with hexanes, sonicated and concentrated to afford 6-chloro-7-(4-(2-(6-cyclopropyl-2-methoxypyridin-3-yl)ethylcarbamoyl)phenoxy)chroman-4-carboxylic acid sod... Reactants: C(C)OC(=O)C=1C(N(C2=NC=CC=C2C1N)CC)=O (4-amino-1-ethyl-1,2-dihydro-2-oxo-1,8-naphthyridine-3-carboxylic acid ethyl ester), NN (hydrazine). Solvent: C(C)O (ethanol). The product is NC1=C(C(N(C2=NC=CC=C12)CC)=O)C(=O)NN (4-Amino-1,2-Dihydro-1-Ethyl-2-Oxo-1,8-Naphthyridine-3-Carboxylic Acid Hydrazide). RXN SMILES: C([O:3][C:4]([C:6]1[C:7](=[O:19])[N:8]([CH2:17][CH3:18])[C:9]2[C:14]([C:15]=1[NH2:16])=[CH:13][CH:12]=[CH:11][N:10]=2)=O)C.[NH2:20][NH2:21]>C(O)C>[NH2:16][C:15]1[C:14]2[C:9](=[N:10][CH:11]=[CH:12][CH:13]=2)[N:8]([CH2:17][CH3:18])[C:7](=[O:19])[C:6]=1[C:4]([NH:20][NH2:21])=[O:3]. Procedure: A stirred mixture of 2 g. of 4-amino-1-ethyl-1,2-dihydro-2-oxo-1,8-naphthyridine-3-carboxylic acid ethyl ester in 20 ml. of ethanol containing 5 ml. of hydrazine was heated under reflux for 4 hours. The mixture was cooled and the insoluble material was collected. The filter cake was recrystallized from ethanol to produce 1.1 g. of product, m.p. 275°-277° C. dec.